Dataset: the Open Reaction Database (ORD), a public repository of structured organic reaction records. Task: describe an organic reaction: reactants, conditions, products, and yield Starting materials: COC(CC1=C(C=CC=C1)CC1NCCC2=CC(=C(C=C12)OC)OC)=O (2-[(1,2,3,4-tetrahydro-6,7-dimethoxy-1-isoquinolinyl)methyl]benzeneacetic acid methyl ester), [OH-].[Na+] (sodium hydroxide). Solvent: CO (methanol). Yields the product COC=1C=C2CCNC(C2=CC1OC)CC1=C(C=CC=C1)CC(=O)O (2-[(1,2,3,4-Tetrahydro-6,7-dimethoxy-1-isoquinolinyl)methyl]benzeneacetic acid). The yield is 47.1%. RXN SMILES: C[O:2][C:3](=[O:26])[CH2:4][C:5]1[CH:10]=[CH:9][CH:8]=[CH:7][C:6]=1[CH2:11][CH:12]1[C:21]2[C:16](=[CH:17][C:18]([O:24][CH3:25])=[C:19]([O:22][CH3:23])[CH:20]=2)[CH2:15][CH2:14][NH:13]1.[OH-].[Na+]>CO>[CH3:25][O:24][C:18]1[CH:17]=[C:16]2[C:21](=[CH:20][C:19]=1[O:22][CH3:23])[CH:12]([CH2:11][C:6]1[CH:7]=[CH:8][CH:9]=[CH:10][C:5]=1[CH2:4][C:3]([OH:26])=[O:2])[NH:13][CH2:14][CH2:15]2 |f:1.2|. Procedure: A mixture of 2-[(1,2,3,4-tetrahydro-6,7-dimethoxy-1-isoquinolinyl)methyl]benzeneacetic acid methyl ester (Xc, Ex. 12) (1.0 g, 2.8 mmole) 1.0N sodium hydroxide solution and methanol (1 ml) was heated under reflux for 1.5 hr, and filtered after being cooled to room temperature. The filtrate was acidified with dilute hydrochloric acid, and chilled in ice with scratching. A white cotton-like precipitate was collected on a filter and washed with cold water to give the titled product (0.45 g, 41%), mp... The reactants are Clc1ncnc2ccc(CBr)cc12, C1CCOC1, COc1ccc2ccc(S(=O)(=O)N(C)C3CCNC3=O)cc2c1. Yields the product COc1ccc2ccc(S(=O)(=O)N(C)C3CCN(Cc4ccc5ncnc(Cl)c5c4)C3=O)cc2c1. Reaction SMILES: [Br:24][CH2:25][c:26]1[cH:27][c:28]2[c:29]([Cl:36])[n:30][cH:31][n:32][c:33]2[cH:34][cH:35]1.[CH2:37]1[O:38][CH2:39][CH2:40][CH2:41]1.[CH3:1][N:2]([S:3](=[O:4])(=[O:5])[c:6]1[cH:7][c:8]2[cH:9][c:10]([O:16][CH3:17])[cH:11][cH:12][c:13]2[cH:14][cH:15]1)[CH:18]1[C:19](=[O:23])[NH:20][CH2:21][CH2:22]1>>[CH3:1][N:2]([S:3](=[O:4])(=[O:5])[c:6]1[cH:7][c:8]2[cH:9][c:10]([O:16][CH3:17])[cH:11][cH:12][c:13]2[cH:14][cH:15]1)[CH:18]1[C:19](=[O:23])[N:20]([CH2:25][c:26]2[cH:27][c:28]3[c:29]([Cl:36])[n:30][cH:31][n:32][c:33]3[cH:34][cH:35]2)[CH2:21][CH2:22]1. The reactants are CS(=O)(=O)N (methanesulfonamide), C(#N)C=1C=C(C=CC1)C1NC2=CC=C(C=C2C(C1)(C)C)C(=O)O (2-(3-cyano-phenyl)-4,4-dimethyl-1,2,3,4-tetrahydro-quinoline-6-carboxylic acid), C(=O)(N1C=NC=C1)N1C=NC=C1 (1,1′-carbonyldiimidazole), [H-].[Na+] (sodium hydride). Solvent: O (water), CN(C=O)C (N,N-dimethylformamide), CN(C=O)C (N,N-dimethylformamide). Reaction conditions: temperature 25 celsius, time 1 hour. Product: C(#N)C=1C=C(C=CC1)C1NC2=CC=C(C=C2C(C1)(C)C)C(=O)NS(=O)(=O)C (N-[2-(3-cyano-phenyl)-4,4-dimethyl-1,2,3,4-tetrahydro-quinoline-6-carbonyl]-methanesulfonamide). Yield: 19.8%. Reaction SMILES: [CH3:1][S:2]([NH2:5])(=[O:4])=[O:3].[H-].[Na+].[C:8]([C:10]1[CH:11]=[C:12]([CH:16]2[CH2:25][C:24]([CH3:27])([CH3:26])[C:23]3[C:18](=[CH:19][CH:20]=[C:21]([C:28](O)=[O:29])[CH:22]=3)[NH:17]2)[CH:13]=[CH:14][CH:15]=1)#[N:9].C(N1C=CN=C1)(N1C=CN=C1)=O>CN(C)C=O.O>[C:8]([C:10]1[CH:11]=[C:12]([CH:16]2[CH2:25][C:24]([CH3:26])([CH3:27])[C:23]3[C:18](=[CH:19][CH:20]=[C:21]([C:28]([NH:5][S:2]([CH3:1])(=[O:4])=[O:3])=[O:29])[CH:22]=3)[NH:17]2)[CH:13]=[CH:14][CH:15]=1)#[N:9] |f:1.2|. Procedure: To a suspension of methanesulfonamide (160 mg, 1.65 mmol) in N,N-dimethylformamide (3 mL) was added sodium hydride (66 mg, 1.65 mmol). The resulting mixture was stirred at 25° C. for 1 h to afford Solution A33. A solution of 2-(3-cyano-phenyl)-4,4-dimethyl-1,2,3,4-tetrahydro-quinoline-6-carboxylic acid (100 mg, 0.33 mmol) and 1,1′-carbonyldiimidazole (110 mg, 0.66 mmol) in N,N-dimethylformamide (3 mL) was stirred at 70° C. for 1 h and cooled to room temperature to afford Solution B33. Solution B... Reaction SMILES: [Br-].[CH3:2][O:3][CH2:4][CH2:5][CH2:6][P+](C1C=CC=CC=1)(C1C=CC=CC=1)C1C=CC=CC=1.CC(C)([O-])C.[K+].[CH:32]([C:34]1[N:38]2[CH:39]=[CH:40][CH:41]=[CH:42][C:37]2=[N:36][C:35]=1[C:43]([O:45][CH2:46][CH3:47])=[O:44])=O.O>C1COCC1>[CH3:2][O:3][CH2:4][CH2:5]/[CH:6]=[CH:32]/[C:34]1[N:38]2[CH:39]=[CH:40][CH:41]=[CH:42][C:37]2=[N:36][C:35]=1[C:43]([O:45][CH2:46][CH3:47])=[O:44] |f:0.1,2.3|. Procedure: To a suspension of (3-methoxypropyl)(triphenyl)phosphonium bromide (3.56 g) in THF (50 ml) was added potassium tert-butoxide (0.38 g) at −78° C., and the mixture was stirred at the same temperature for 30 min. Ethyl 3-formylimidazo[1,2-a]pyridine-2-carboxylate (1.7 g) was added to the reaction mixture, and the mixture was stirred at room temperature for 12 hr. Water was added to the reaction mixture, and the mixture was extracted with ethyl acetate. The extract was washed with saturated brine, a... Isolated yield 12.0%. The solvent is C1CCOC1 (THF). Conditions: time 30 minute. The reactants are O (Water), [Br-].COCCC[P+](C1=CC=CC=C1)(C1=CC=CC=C1)C1=CC=CC=C1 ((3-methoxypropyl)(triphenyl)phosphonium bromide), C(=O)C1=C(N=C2N1C=CC=C2)C(=O)OCC (Ethyl 3-formylimidazo[1,2-a]pyridine-2-carboxylate), CC(C)([O-])C.[K+] (potassium tert-butoxide). The product is COCC/C=C/C1=C(N=C2N1C=CC=C2)C(=O)OCC (ethyl 3-[(1E)-4-methoxybut-1-en-1-yl]imidazo[1,2-a]pyridine-2-carboxylate). Reactants: B(Br)(Br)Br (Boron tribromide), CC=1C(=NC(=NC1C)NC1=C(C=C(C=C1)F)OC)N1C(C2=CC=CC=C2CC1)C (5,6-dimethyl-4-(1-methyl-1,2,3,4-tetrahydroisoquinolin-2-yl)-2-(4-fluoro-2-methoxyphenylamino)pyrimidine), ice water. Solvent: ClCCl (dichloromethane). Reaction conditions: time 1 hour. Product: CC=1C(=NC(=NC1C)NC1=C(C=C(C=C1)F)O)N1C(C2=CC=CC=C2CC1)C (5,6-dimethyl-4-(1-methyl-1,2,3,4-tetrahydroisoquinolin-2-yl)-2-(4-fluoro-2-hydroxyphenylamino) pyrimidine). Isolated yield 23.9%. Reaction SMILES: B(Br)(Br)Br.[CH3:5][C:6]1[C:7]([N:23]2[CH2:32][CH2:31][C:30]3[C:25](=[CH:26][CH:27]=[CH:28][CH:29]=3)[CH:24]2[CH3:33])=[N:8][C:9]([NH:13][C:14]2[CH:19]=[CH:18][C:17]([F:20])=[CH:16][C:15]=2[O:21]C)=[N:10][C:11]=1[CH3:12]>ClCCl>[CH3:5][C:6]1[C:7]([N:23]2[CH2:32][CH2:31][C:30]3[C:25](=[CH:26][CH:27]=[CH:28][CH:29]=3)[CH:24]2[CH3:33])=[N:8][C:9]([NH:13][C:14]2[CH:19]=[CH:18][C:17]([F:20])=[CH:16][C:15]=2[OH:21])=[N:10][C:11]=1[CH3:12]. Procedure details: Boron tribromide (1M dichloromethane solution, 1.9 ml, 1.9 mmol) was added dropwise to a solution of 5,6-dimethyl-4-(1-methyl-1,2,3,4-tetrahydroisoquinolin-2-yl)-2-(4-fluoro-2-methoxyphenylamino)pyrimidine(0.247 g, 0.63 mmol) in dichloromethane(2 ml) at 0° C., stirred for 1 hour, and poured into ice water. The separated organic layer was concentrated and the residual oil was purified by column chromatography (dichloromethane/methanol=10/1) to give 57 mg of the titled compound. (Yield 24%) NMR (C... Reactants: Cc1ccccc1, Nc1ccccc1S(N)(=O)=O, CCCC1(CCC)C(=O)C(C(=O)OCC)=C(O)c2ccccc21. The product is CCCC1(CCC)C(=O)C(C(=O)Nc2ccccc2S(N)(=O)=O)=C(O)c2ccccc21. Reaction SMILES: [CH3:35][c:36]1[cH:37][cH:38][cH:39][cH:40][cH:41]1.[NH2:24][c:25]1[c:26]([S:31](=[O:32])(=[O:33])[NH2:34])[cH:27][cH:28][cH:29][cH:30]1.[OH:1][C:2]1=[C:3]([C:19](=[O:20])[O:21][CH2:22][CH3:23])[C:4](=[O:18])[C:5]([CH2:12][CH2:13][CH3:14])([CH2:15][CH2:16][CH3:17])[c:6]2[cH:7][cH:8][cH:9][cH:10][c:11]21>>[OH:1][C:2]1=[C:3]([C:19](=[O:20])[NH:24][c:25]2[c:26]([S:31](=[O:32])(=[O:33])[NH2:34])[cH:27][cH:28][cH:29][cH:30]2)[C:4](=[O:18])[C:5]([CH2:12][CH2:13][CH3:14])([CH2:15][CH2:16][CH3:17])[c:6]2[cH:7][cH:8][cH:9][cH:10][c:11]21. Starting materials: N1[C@H](CC2=CN(C3=CC=CC=C23)CC(=O)OC)C(=O)N[C@H](CC(OCC2=CC=CC=C2)=O)C(=O)N2[C@H](C(=O)N[C@H](C(C)C)C(=O)N[C@@H](CC(C)C)C1=O)CCC2 (cyclo(-DTrp(CH2COOCH3)-DAsp(OBzl)-Pro-DVal-Leu-)), [OH-].[Na+] (NaOH). Solvent: CO (methanol). Product: N1[C@H](CC2=CN(C3=CC=CC=C23)CC(=O)O)C(=O)N[C@H](CC(O)=O)C(=O)N2[C@H](C(=O)N[C@H](C(C)C)C(=O)N[C@@H](CC(C)C)C1=O)CCC2 (cyclo(-DTrp(CH2COOH)-DAsp-Pro-DVal-Leu-)). As a reaction SMILES: [NH:1]1[C:52](=[O:53])[C@H:47]([CH2:48][CH:49]([CH3:51])[CH3:50])[NH:46][C:44](=[O:45])[C@@H:40]([CH:41]([CH3:43])[CH3:42])[NH:39][C:37](=[O:38])[C@@H:36]2[CH2:54][CH2:55][CH2:56][N:35]2[C:33](=[O:34])[C@@H:21]([CH2:22][C:23](=[O:32])[O:24]CC2C=CC=CC=2)[NH:20][C:18](=[O:19])[C@H:2]1[CH2:3][C:4]1[C:12]2[C:7](=[CH:8][CH:9]=[CH:10][CH:11]=2)[N:6]([CH2:13][C:14]([O:16]C)=[O:15])[CH:5]=1.[OH-].[Na+]>CO>[NH:1]1[C:52](=[O:53])[C@H:47]([CH2:48][CH:49]([CH3:50])[CH3:51])[NH:46][C:44](=[O:45])[C@@H:40]([CH:41]([CH3:43])[CH3:42])[NH:39][C:37](=[O:38])[C@@H:36]2[CH2:54][CH2:55][CH2:56][N:35]2[C:33](=[O:34])[C@@H:21]([CH2:22][C:23](=[O:24])[OH:32])[NH:20][C:18](=[O:19])[C@H:2]1[CH2:3][C:4]1[C:12]2[C:7](=[CH:8][CH:9]=[CH:10][CH:11]=2)[N:6]([CH2:13][C:14]([OH:16])=[O:15])[CH:5]=1 |f:1.2|. Procedure: cyclo(-DTrp(CH2COOCH3)-DAsp(OBzl)-Pro-DVal-Leu-) prepared in Example 90 was hydrolized with 1N NaOH in methanol to give the title compound. Reactants: FC1=CC=C(CN)C=C1 (4-fluorobenzylamine), ClC=1C2=C(N=C(N1)C1=CC=NO1)SC(=C2)CC (4-chloro-2-(isoxazol-5-yl)-6-ethyl-thieno-[2,3-d]-pyrimidine). The product is O1N=CC=C1C=1N=C(C2=C(N1)SC(=C2)CC)NCC2=CC=C(C=C2)F (2-(isoxazol-5-yl)-4-(4-fluorobenzylamino)-6-ethyl-thieno-[2,3-d]-pyrimidine). Reaction SMILES: [F:1][C:2]1[CH:9]=[CH:8][C:5]([CH2:6][NH2:7])=[CH:4][CH:3]=1.Cl[C:11]1[C:12]2[CH:24]=[C:23]([CH2:25][CH3:26])[S:22][C:13]=2[N:14]=[C:15]([C:17]2[O:21][N:20]=[CH:19][CH:18]=2)[N:16]=1>>[O:21]1[C:17]([C:15]2[N:16]=[C:11]([NH:7][CH2:6][C:5]3[CH:8]=[CH:9][C:2]([F:1])=[CH:3][CH:4]=3)[C:12]3[CH:24]=[C:23]([CH2:25][CH3:26])[S:22][C:13]=3[N:14]=2)=[CH:18][CH:19]=[N:20]1. Procedure details: With the procedure of Example 1, the reaction of 4-fluorobenzylamine with 4-chloro-2-(isoxazol-5-yl)-6-ethyl-thieno-[2,3-d]-pyrimidine yields 2-(isoxazol-5-yl)-4-(4-fluorobenzylamino)-6-ethyl-thieno-[2,3-d]-pyrimidine. Starting materials: C(#N)C1=NC(=C(C2=CC=C(C=C12)OC1=CC=CC=C1)O)C(=O)OC (Methyl 1-cyano-4-hydroxy-7-phenoxyisoquinoline-3-carboxylate), N[C@H](CC(=O)O)C1=CC=CC=C1 ((R)-3-amino-3-phenyl-propionic acid), C[O-].[Na+] (sodium methoxide). Solvent: COCCO (2-methoxyethanol). Product: C(#N)C1=NC(=C(C2=CC=C(C=C12)OC1=CC=CC=C1)O)C(=O)N[C@H](CC(=O)O)C1=CC=CC=C1 ((R)-3-[(1-Cyano-4-hydroxy-7-phenoxy-isoquinoline-3-carbonyl)-amino]-3-phenyl-propionic acid). As a reaction SMILES: [C:1]([C:3]1[C:12]2[C:7](=[CH:8][CH:9]=[C:10]([O:13][C:14]3[CH:19]=[CH:18][CH:17]=[CH:16][CH:15]=3)[CH:11]=2)[C:6]([OH:20])=[C:5]([C:21](OC)=[O:22])[N:4]=1)#[N:2].[NH2:25][C@@H:26]([C:31]1[CH:36]=[CH:35][CH:34]=[CH:33][CH:32]=1)[CH2:27][C:28]([OH:30])=[O:29].C[O-].[Na+]>COCCO>[C:1]([C:3]1[C:12]2[C:7](=[CH:8][CH:9]=[C:10]([O:13][C:14]3[CH:19]=[CH:18][CH:17]=[CH:16][CH:15]=3)[CH:11]=2)[C:6]([OH:20])=[C:5]([C:21]([NH:25][C@@H:26]([C:31]2[CH:36]=[CH:35][CH:34]=[CH:33][CH:32]=2)[CH2:27][C:28]([OH:30])=[O:29])=[O:22])[N:4]=1)#[N:2] |f:2.3|. Procedure: Methyl 1-cyano-4-hydroxy-7-phenoxyisoquinoline-3-carboxylate (20 mg, 0.06 mmol), (R)-3-amino-3-phenyl-propionic acid (62 mg, 0.38 mmol, PepTech) and sodium methoxide (19 mg, 0.35 mmol) were suspended in 2-methoxyethanol (3 mL). The resulting mixture was heated to reflux for 3 hours and then cooled to room temperature. The solvent was removed in vacuo and the residue was dissolved in H2O (15 mL) and EtOAc (15 mL). To the stirred mixture was added 1 N hydrochloric acid until pH was 1. The layers w... Reactants: NC1=CC=C(C(=O)OC)C=C1 (methyl 4-aminobenzoate), FC=1C=C(C=CC1)B(O)O (3-fluorobenzeneboronic acid), N1=CC=CC=C1 (pyridine). The reagents and catalysts are C(C)(=O)[O-].[Cu+2].C(C)(=O)[O-] (copper acetate). Solvent: ClCCl (dichloromethane). Run at time 8 hour. The product is FC=1C=C(C=CC1)NC1=CC=C(C(=O)OC)C=C1 (methyl 4-(3-Fluorophenylamino)benzoate). Reaction SMILES: [NH2:1][C:2]1[CH:11]=[CH:10][C:5]([C:6]([O:8][CH3:9])=[O:7])=[CH:4][CH:3]=1.[F:12][C:13]1[CH:14]=[C:15](B(O)O)[CH:16]=[CH:17][CH:18]=1.N1C=CC=CC=1>ClCCl.C([O-])(=O)C.[Cu+2].C([O-])(=O)C>[F:12][C:13]1[CH:18]=[C:17]([NH:1][C:2]2[CH:3]=[CH:4][C:5]([C:6]([O:8][CH3:9])=[O:7])=[CH:10][CH:11]=2)[CH:16]=[CH:15][CH:14]=1 |f:4.5.6|. Reported procedure: A mixture of methyl 4-aminobenzoate (0.500 g; 3.31 mmol), 3-fluorobenzeneboronic acid (0.925 g; 6.62 mmol), copper acetate (1.20 g; 6.62 mmol) and pyridine (0.535 mL; 6.62 mmol) in dichloromethane (15 mL) was stirred at room temperature overnight. The reaction mixture was filtered and concentrated under reduced pressure.